From a dataset of the Open Reaction Database (ORD), a public repository of structured organic reaction records. describe an organic reaction: reactants, conditions, products, and yield The yield is 42.9%. Starting materials: O=C1NOC(=C1)[C@H]1C[C@@H](N(CC1)C(=O)OC)CC1=CC(=CC=C1)C(F)(F)F (trans-methyl 4-(3-oxo-2,3-dihydroisoxazol-5-yl)-2-(3-(trifluoromethyl)benzyl)piperidine-1-carboxylate). Procedure details: Hydrogen bromide (33% in acetic acid, 10 mL) was added to a reaction flask containing trans-methyl 4-(3-oxo-2,3-dihydroisoxazol-5-yl)-2-(3-(trifluoromethyl)benzyl)piperidine-1-carboxylate (0.25 g, 0.65 mmol). The reaction was stirred vigorously overnight. The solvent was evaporated and the residue purified by preparative HPLC (Instrument: FractionLynx II, Mobilphase: gradient 5-95% MeCN in 0.2% NH3, pH 10, Column: Xbridge Prep C18 5 μm OBD 19*150 mm) to yield 5-(trans-2-(3-(trifluoromethyl)benzy... Reaction conditions: time 8 hour. Run in Br (Hydrogen bromide). Yields the product FC(C=1C=C(C[C@@H]2NCC[C@H](C2)C2=CC(NO2)=O)C=CC1)(F)F (5-(trans-2-(3-(trifluoromethyl)benzyl)piperidin-4-yl)isoxazol-3(2H)-one). RXN SMILES: [O:1]=[C:2]1[CH:6]=[C:5]([C@@H:7]2[CH2:12][CH2:11][N:10](C(OC)=O)[C@@H:9]([CH2:17][C:18]3[CH:23]=[CH:22][CH:21]=[C:20]([C:24]([F:27])([F:26])[F:25])[CH:19]=3)[CH2:8]2)[O:4][NH:3]1>Br>[F:26][C:24]([F:25])([F:27])[C:20]1[CH:19]=[C:18]([CH:23]=[CH:22][CH:21]=1)[CH2:17][C@H:9]1[CH2:8][C@H:7]([C:5]2[O:4][NH:3][C:2](=[O:1])[CH:6]=2)[CH2:12][CH2:11][NH:10]1. Reactants: CC1=C[C@H]2[C@@H]3CC(C([C@@]3(C)CC[C@@H]2[C@]2(CCC(C=C12)=O)C)=O)=C (6-methyl-16-methyleneandrosta-4,6-diene-3,17-dione), C(C)(=O)O (Acetic acid), C#C (acetylene), C#C (Acetylene), C#C (acetylene), C(CCC)[Li] (n-butyl lithium), P(=O)([O-])([O-])[O-] (phosphate), teflon. The solvent is CO (methanol), C(C)(=O)OCC (ethyl acetate), C1CCOC1 (THF). Run at time 3.5 hour. The product is ( 1/1 ), C(#C)[C@]1([C@]2(C)[C@@H](CC1=C)[C@@H]1C=C(C3=CC(CC[C@]3(C)[C@H]1CC2)=O)C)O (17α-Ethynyl-17β-hydroxy-6-methyl-16-methyleneandrosta-4,6-dien-3-one). As a reaction SMILES: C#C.[CH2:3]([Li])[CH2:4]CC.[CH3:8][C:9]1[C:26]2[C@:21]([CH3:28])([CH2:22][CH2:23][C:24](=[O:27])[CH:25]=2)[C@@H:20]2[C@H:11]([C@H:12]3[C@@:16]([CH2:18][CH2:19]2)([CH3:17])[C:15](=[O:29])[C:14](=[CH2:30])[CH2:13]3)[CH:10]=1.C(O)(=O)C.P([O-])([O-])([O-])=O>C1COCC1.CO.C(OCC)(=O)C>[C:3]([C@:15]1([OH:29])[C:14](=[CH2:30])[CH2:13][C@H:12]2[C@H:11]3[C@H:20]([CH2:19][CH2:18][C@:16]12[CH3:17])[C@:21]1([CH3:28])[C:26](=[CH:25][C:24](=[O:27])[CH2:23][CH2:22]1)[C:9]([CH3:8])=[CH:10]3)#[CH:4]. Reported procedure: Acetylene saturated THF (45 ml, 4.2 equivalents) was cooled to -72° over 5 min while addition of acetylene continued. The acetylene bubbling was stopped and n-butyl lithium (1.55M, 16.6 ml, 4.0 equivalents) was added over 15 min keeping the temperature less than -65°, mostly at -68°. The mixture was cooled to -90° and added to 6-methyl-16-methyleneandrosta-4,6-diene-3,17-dione. (IIIA, Example 11, 2.0 g) in THF (10 ml) previously cooled to -105° via an insulated teflon canula over about 3 min. Th...